This data is from the Open Reaction Database (ORD), a public repository of structured organic reaction records. The task is: describe an organic reaction: reactants, conditions, products, and yield Starting materials: BrC1=CC(=C(C=C1)NC(CC)(C)C)[N+](=O)[O-] ((4-bromo-2-nitro-phenyl)-(1,1-dimethyl-propyl)-amine), NC1=NC=C(C=N1)B1OC(C)(C)C(C)(C)O1 (2-aminopyrimidine-5-boronic acid pinacol ester), C(=O)([O-])[O-].[K+].[K+] (K2CO3). Reagents/catalysts: C=1C=CC(=CC1)[P](C=2C=CC=CC2)(C=3C=CC=CC3)[Pd]([P](C=4C=CC=CC4)(C=5C=CC=CC5)C=6C=CC=CC6)([P](C=7C=CC=CC7)(C=8C=CC=CC8)C=9C=CC=CC9)[P](C=1C=CC=CC1)(C=1C=CC=CC1)C=1C=CC=CC1 (Pd(PPh3)4). The solvent is CN(C)C=O (DMF), O (H2O), CCOC(=O)C (EtOAc). Run at temperature 100 celsius. Product: CC(CC)(C)NC1=C(C=C(C=C1)C=1C=NC(=NC1)N)[N+](=O)[O-] (5-[4-(1,1-dimethyl-propylamino)-3-nitro-phenyl]-pyrimidin-2-ylamine). Yield: 82.4%. Reaction SMILES: Br[C:2]1[CH:7]=[CH:6][C:5]([NH:8][C:9]([CH3:13])([CH3:12])[CH2:10][CH3:11])=[C:4]([N+:14]([O-:16])=[O:15])[CH:3]=1.[NH2:17][C:18]1[N:23]=[CH:22][C:21](B2OC(C)(C)C(C)(C)O2)=[CH:20][N:19]=1.C([O-])([O-])=O.[K+].[K+]>CN(C=O)C.O.CCOC(C)=O.C1C=CC([P]([Pd]([P](C2C=CC=CC=2)(C2C=CC=CC=2)C2C=CC=CC=2)([P](C2C=CC=CC=2)(C2C=CC=CC=2)C2C=CC=CC=2)[P](C2C=CC=CC=2)(C2C=CC=CC=2)C2C=CC=CC=2)(C2C=CC=CC=2)C2C=CC=CC=2)=CC=1>[CH3:12][C:9]([NH:8][C:5]1[CH:6]=[CH:7][C:2]([C:21]2[CH:20]=[N:19][C:18]([NH2:17])=[N:23][CH:22]=2)=[CH:3][C:4]=1[N+:14]([O-:16])=[O:15])([CH3:13])[CH2:10][CH3:11] |f:2.3.4,^1:54,56,75,94|. Reported procedure: A reaction mixture of crude (4-bromo-2-nitro-phenyl)-(1,1-dimethyl-propyl)-amine (600 mg, 2.09 mmol), 2-aminopyrimidine-5-boronic acid pinacol ester (330 mg, 1.49 mmol), Pd(PPh3)4 (160 mg), K2CO3 (600 mg, 4.34 mmol) in DMF (7.0 mL) and H2O (2.0 mL) is heated under microwave conditions at 100° C. for 1 hour. The reaction mixture is allowed to cool to room temperature, diluted with EtOAc (100 mL), washed with H2O (75 mL×2), dried with Na2SO4 and filtered. The filtrate is concentrated under reduced... The reactants are ClC1=CC(=NC=C1)CO (4-chloro-2-hydroxymethylpyridine), S(=O)(Cl)Cl (thionyl chloride). Reagents/catalysts: CN(C)C=O (DMF). Solvent: C(Cl)(Cl)Cl (chloroform). The product is Cl.ClC1=CC(=NC=C1)CCl (4-Chloro-2-chloromethylpyridine Hydrochloride). As a reaction SMILES: [Cl:1][C:2]1[CH:7]=[CH:6][N:5]=[C:4]([CH2:8]O)[CH:3]=1.S(Cl)([Cl:12])=O>CN(C=O)C.C(Cl)(Cl)Cl>[ClH:1].[Cl:1][C:2]1[CH:7]=[CH:6][N:5]=[C:4]([CH2:8][Cl:12])[CH:3]=1 |f:4.5|. Reported procedure: A solution of 4-chloro-2-hydroxymethylpyridine (430 mg), thionyl chloride (0.43 ml) and DMF (1 drop) in chloroform (20 ml) was heated under reflux for 2 hours. The reaction mixture was concentrated to obtain the title compound (0.44 g) as a tan powder. Reactants: COc1cc(C=C(C)C)cc2c1OC(C)(C)C2, CC#N, O, O=S(=O)(O)O. The product is COc1cc2c(c3c1OC(C)(C)C3)C(C)=NC(C)(C)C2. RXN SMILES: [CH3:1][O:2][c:3]1[cH:4][c:5]([CH:14]=[C:15]([CH3:16])[CH3:17])[cH:6][c:7]2[c:11]1[O:10][C:9]([CH3:12])([CH3:13])[CH2:8]2.[CH3:24][C:25]#[N:26].[OH2:23].[S:18](=[O:19])(=[O:20])([OH:21])[OH:22]>>[CH3:1][O:2][c:3]1[cH:4][c:5]2[c:6]([c:7]3[c:11]1[O:10][C:9]([CH3:12])([CH3:13])[CH2:8]3)[C:25]([CH3:24])=[N:26][C:15]([CH3:16])([CH3:17])[CH2:14]2. The reactants are C1(CCCCC1)C1=CC=C(C(=O)N2CC=3N(CC4=C2C=CC=C4)C(=CC3)C(=O)NN)C=C1 (10-(4-Cyclohexy-benzoyl)-10,11-dihydro-5H-pyrrolo[2,1-c][1,4]benzodiazepine-3-carboxylic acid hydrazide), C1(=CC=CC=C1)N=C=O (phenylisocyanate). Solvent: O1CCCC1 (tetrahydrofuran). Conditions: time 4 hour. The product is C1(CCCCC1)C1=CC=C(C(=O)N2CC=3N(CC4=C2C=CC=C4)C(=CC3)C(=O)NNC(=O)NC3=CC=CC=C3)C=C1 (2-{[10-(4-Cyclohexyl-benzoyl)-10,11-dihydro-5H-pyrrolo[2,1-c][1,4]benzodiazepin-3-yl]carbonyl}-N-phenyl-1-hydrazinecarboxamide). Isolated yield 25.2%. RXN SMILES: [CH:1]1([C:7]2[CH:32]=[CH:31][C:10]([C:11]([N:13]3[C:19]4[CH:20]=[CH:21][CH:22]=[CH:23][C:18]=4[CH2:17][N:16]4[C:24]([C:27]([NH:29][NH2:30])=[O:28])=[CH:25][CH:26]=[C:15]4[CH2:14]3)=[O:12])=[CH:9][CH:8]=2)[CH2:6][CH2:5][CH2:4][CH2:3][CH2:2]1.[C:33]1([N:39]=[C:40]=[O:41])[CH:38]=[CH:37][CH:36]=[CH:35][CH:34]=1>O1CCCC1>[CH:1]1([C:7]2[CH:32]=[CH:31][C:10]([C:11]([N:13]3[C:19]4[CH:20]=[CH:21][CH:22]=[CH:23][C:18]=4[CH2:17][N:16]4[C:24]([C:27]([NH:29][NH:30][C:40]([NH:39][C:33]5[CH:38]=[CH:37][CH:36]=[CH:35][CH:34]=5)=[O:41])=[O:28])=[CH:25][CH:26]=[C:15]4[CH2:14]3)=[O:12])=[CH:9][CH:8]=2)[CH2:2][CH2:3][CH2:4][CH2:5][CH2:6]1. Procedure: A mixture of 10-(4-cyclohexyl-benzoyl)-10,11-dihydro-5H-pyrrolo[2,1-c][1,4]benzodiazepin-3-carboxylic acid hydrazide of Example 8 (0.56 g) and phenylisocyanate (0.17 g) in tetrahydrofuran (25 mL) was refluxed under stirring for four hours. After removal of all volatiles at reduced pressure, the residue was treated with water and extracted with dichloromethane. The combined extracts were dried over anhydrous sodium sulfate and the solution filtered through a short column of Magnesol®. After eluti... Reactants: [OH-].[Na+] (sodium hydroxide), BrC=1C=C(SC1)CC(=O)OCC (ethyl 4-bromo-2-thiopheneacetate). Conditions: time 5 hour. Yields the product BrC=1C=C(SC1)CC(=O)O (4-bromo-2-thiopheneacetic acid). Yield: 96.5%. RXN SMILES: [OH-].[Na+].[Br:3][C:4]1[CH:5]=[C:6]([CH2:9][C:10]([O:12]CC)=[O:11])[S:7][CH:8]=1>>[Br:3][C:4]1[CH:5]=[C:6]([CH2:9][C:10]([OH:12])=[O:11])[S:7][CH:8]=1 |f:0.1|. Procedure details: 12 ml of 10% aqueous sodium hydroxide solution was added to the 4.94 g (19.8 mmol) of ethyl 4-bromo-2-thiopheneacetate and stirring carried out for 5 hours at 90° C. The reaction liquid was then cooled and extracted with ether. The aqueous layer was neutralized with hydrochloric acid, extracted with ether, then dried and concentrated. 4.24 g (19.1 mmol, 96%) of 4-bromo-2-thiopheneacetic acid was obtained. Reactants: ClC1=CC=C(C=C1)C=1C=C(C=NC1OCC(F)(F)F)C(=O)O (5-(4-chlorophenyl)-6-(2,2,2-trifluoroethoxy)-3-pyridinecarboxylic acid), CC(C)(C)OC(=O)N1NCCC1 (1-pyrazolidinecarboxylic acid 1,1-dimethylethyl ester). Product: ClC1=CC=C(C=C1)C=1C=C(C=NC1OCC(F)(F)F)C(=O)N1N(CCC1)C(=O)OC(C)(C)C (t-butyl 2-[(5-(4-chlorophenyl)-6-(2,2,2-trifluoroethoxy)-3-pyridinyl)carbonyl]-pyrazolidine-1-carboxylate). As a reaction SMILES: [Cl:1][C:2]1[CH:7]=[CH:6][C:5]([C:8]2[CH:9]=[C:10]([C:20]([OH:22])=O)[CH:11]=[N:12][C:13]=2[O:14][CH2:15][C:16]([F:19])([F:18])[F:17])=[CH:4][CH:3]=1.[CH3:23][C:24]([O:27][C:28]([N:30]1[CH2:34][CH2:33][CH2:32][NH:31]1)=[O:29])([CH3:26])[CH3:25]>>[Cl:1][C:2]1[CH:7]=[CH:6][C:5]([C:8]2[CH:9]=[C:10]([C:20]([N:31]3[CH2:32][CH2:33][CH2:34][N:30]3[C:28]([O:27][C:24]([CH3:26])([CH3:25])[CH3:23])=[O:29])=[O:22])[CH:11]=[N:12][C:13]=2[O:14][CH2:15][C:16]([F:18])([F:19])[F:17])=[CH:4][CH:3]=1. Procedure: The title compound was synthesized in analogy to Example 1 using 5-(4-chlorophenyl)-6-(2,2,2-trifluoroethoxy)-3-pyridinecarboxylic acid (CAN 1018782-82-5) and 1-pyrazolidinecarboxylic acid 1,1-dimethylethyl ester (CAN 57699-91-9) as starting materials; MS (EI) 486.2 (M+H)+. The reactants are CN(C)c1ccccc1, O, CSc1nc2ccnn2c(O)c1C#N, O=P(Cl)(Cl)Cl. Yields the product CSc1nc2ccnn2c(Cl)c1C#N. Reaction SMILES: [CH3:15][N:16]([c:17]1[cH:18][cH:19][cH:20][cH:21][cH:22]1)[CH3:23].[OH2:29].[OH:1][c:2]1[c:3]([C:13]#[N:14])[c:4]([S:11][CH3:12])[n:5][c:6]2[n:7]1[n:8][cH:9][cH:10]2.[P:24]([Cl:25])([Cl:26])([Cl:27])=[O:28]>>[c:2]1([Cl:26])[c:3]([C:13]#[N:14])[c:4]([S:11][CH3:12])[n:5][c:6]2[n:7]1[n:8][cH:9][cH:10]2.